From a dataset of the Open Reaction Database (ORD), a public repository of structured organic reaction records. describe an organic reaction: reactants, conditions, products, and yield Reactants: CC(C)Nc1ncnc2c(N3CCS(=O)CC3)nc(Cl)nc12, NCCO. Yields the product CC(C)Nc1ncnc2c(N3CCS(=O)CC3)nc(NCCO)nc12. RXN SMILES: [Cl:1][c:2]1[n:3][c:4]([N:16]2[CH2:17][CH2:18][S:19](=[O:22])[CH2:20][CH2:21]2)[c:5]2[c:6]([n:7]1)[c:8]([NH:12][CH:13]([CH3:14])[CH3:15])[n:9][cH:10][n:11]2.[OH:23][CH2:24][CH2:25][NH2:26]>>[c:2]1([NH:26][CH2:25][CH2:24][OH:23])[n:3][c:4]([N:16]2[CH2:17][CH2:18][S:19](=[O:22])[CH2:20][CH2:21]2)[c:5]2[c:6]([n:7]1)[c:8]([NH:12][CH:13]([CH3:14])[CH3:15])[n:9][cH:10][n:11]2. Starting materials: FC(CNC(=O)C1(C2=CC=CC=C2C=2C=CC=CC12)CCCCBr)(F)F (9-(4-bromo-butyl)-9H-fluorene-9-carboxylic acid-(2,2,2-trifluoro-ethyl)-amide), N1(CCNCC1)C=1SC2=C(N1)C=CC=C2 (2-(piperazin-1-yl)-benzothiazole), C([O-])([O-])=O.[K+].[K+] (potassium carbonate), O (water). Solvent: C(C)#N (acetonitrile). Run at time 10 hour. Yields the product FC(CNC(=O)C1(C2=CC=CC=C2C=2C=CC=CC12)CCCCN1CCN(CC1)C=1SC2=C(N1)C=CC=C2)(F)F (9-[4-(4-(benzothiazol-2-yl)-piperazin-1-yl)-butyl]-9H-fluorene-9-carboxylic acid-(2,2,2-trifluoro-ethyl)-amide). RXN SMILES: [F:1][C:2]([F:26])([F:25])[CH2:3][NH:4][C:5]([C:7]1([CH2:20][CH2:21][CH2:22][CH2:23]Br)[C:19]2[CH:18]=[CH:17][CH:16]=[CH:15][C:14]=2[C:13]2[C:8]1=[CH:9][CH:10]=[CH:11][CH:12]=2)=[O:6].[N:27]1([C:33]2[S:34][C:35]3[CH:41]=[CH:40][CH:39]=[CH:38][C:36]=3[N:37]=2)[CH2:32][CH2:31][NH:30][CH2:29][CH2:28]1.C(=O)([O-])[O-].[K+].[K+].O>C(#N)C>[F:1][C:2]([F:26])([F:25])[CH2:3][NH:4][C:5]([C:7]1([CH2:20][CH2:21][CH2:22][CH2:23][N:30]2[CH2:31][CH2:32][N:27]([C:33]3[S:34][C:35]4[CH:41]=[CH:40][CH:39]=[CH:38][C:36]=4[N:37]=3)[CH2:28][CH2:29]2)[C:19]2[CH:18]=[CH:17][CH:16]=[CH:15][C:14]=2[C:13]2[C:8]1=[CH:9][CH:10]=[CH:11][CH:12]=2)=[O:6] |f:2.3.4|. Reported procedure: A suspension of 0.2 g (0.469 mmol) of 9-(4-bromo-butyl)-9H-fluorene-9-carboxylic acid-(2,2,2-trifluoro-ethyl)-amide, 0.17 g (0.775 mmol) of 2-(piperazin-1-yl)-benzothiazole, 0.1 g of potassium carbonate and 1 ml of water in 10 ml of acetonitrile is stirred for 10 hours at ambient temperature. The reaction mixture is then poured onto water, extracted with dichloromethane and the organic phase is dried over sodium sulphate. The product is purified by column chromatography on silica gel (eluant: di... Starting materials: C(C)(C)(C)OC(NC1=C(C=C(C(=C1)Cl)F)[N+](=O)[O-])=O ((5-chloro-4-fluoro-2-nitro-phenyl)-carbamic acid tert.-butyl ester), N1CCCC1 (pyrrolidine). Solvent: CS(=O)C (DMSO). The product is C(C)(C)(C)OC(NC1=C(C=C(C(=C1)N1CCCC1)F)[N+](=O)[O-])=O ((4-Fluoro-2-nitro-5-pyrrolidin-1-yl-phenyl)-carbamic acid tert.-butyl ester), solid. Reaction SMILES: [C:1]([O:5][C:6](=[O:19])[NH:7][C:8]1[CH:13]=[C:12](Cl)[C:11]([F:15])=[CH:10][C:9]=1[N+:16]([O-:18])=[O:17])([CH3:4])([CH3:3])[CH3:2].[NH:20]1[CH2:24][CH2:23][CH2:22][CH2:21]1>CS(C)=O>[C:1]([O:5][C:6](=[O:19])[NH:7][C:8]1[CH:13]=[C:12]([N:20]2[CH2:24][CH2:23][CH2:22][CH2:21]2)[C:11]([F:15])=[CH:10][C:9]=1[N+:16]([O-:18])=[O:17])([CH3:4])([CH3:3])[CH3:2]. Procedure details: The title compound was prepared from (5-chloro-4-fluoro-2-nitro-phenyl)-carbamic acid tert.-butyl ester (Example B6) (5.81 g, 20 mmol) and pyrrolidine (8.27 mL, 100 mmol) in DMSO (40 mL) at 23° C. according to the general procedure C. Obtained as a yellow solid (6.42 g). The reactants are Clc1cc(Cl)cc(Br)c1, O=C([O-])[O-], Clc1ccccc1Cl, ClCCl, [Cu], [K+], [K+], c1ccc2[nH]ccc2c1. The product is Clc1cc(Cl)cc(-n2ccc3ccccc32)c1. Reaction SMILES: [Br:10][c:11]1[cH:12][c:13]([Cl:18])[cH:14][c:15]([Cl:17])[cH:16]1.[C:19](=[O:20])([O-:21])[O-:22].[Cl:25][c:26]1[c:27]([Cl:28])[cH:29][cH:30][cH:31][cH:32]1.[Cl:33][CH2:34][Cl:35].[Cu:36].[K+:23].[K+:24].[nH:1]1[cH:2][cH:3][c:4]2[cH:5][cH:6][cH:7][cH:8][c:9]12>>[n:1]1(-[c:11]2[cH:12][c:13]([Cl:18])[cH:14][c:15]([Cl:17])[cH:16]2)[cH:2][cH:3][c:4]2[cH:5][cH:6][cH:7][cH:8][c:9]12. Reported procedure: Synthesised according to example 1.59.1 using 4-chlorobenzaldehyde (3.58 g, 25.48 mmol) and 1-(biphenyl-4-yl)ethanone (5.00 g, 25.48 mmol); pale yellow solid; yield: 7.74 g (95%); Reactants: ClC1=CC=C(C=O)C=C1 (4-chlorobenzaldehyde), C1(=CC=C(C=C1)C(C)=O)C1=CC=CC=C1 (1-(biphenyl-4-yl)ethanone). Product: C1(=CC=C(C=C1)C(C=CC1=CC=C(C=C1)Cl)=O)C1=CC=CC=C1 (1-(Biphenyl-4-yl)-3-(4-chlorophenyl)prop-2-en-1-one). Reaction SMILES: [Cl:1][C:2]1[CH:9]=[CH:8][C:5]([CH:6]=O)=[CH:4][CH:3]=1.[C:10]1([C:19]2[CH:24]=[CH:23][CH:22]=[CH:21][CH:20]=2)[CH:15]=[CH:14][C:13]([C:16](=[O:18])[CH3:17])=[CH:12][CH:11]=1>>[C:10]1([C:19]2[CH:20]=[CH:21][CH:22]=[CH:23][CH:24]=2)[CH:11]=[CH:12][C:13]([C:16](=[O:18])[CH:17]=[CH:6][C:5]2[CH:8]=[CH:9][C:2]([Cl:1])=[CH:3][CH:4]=2)=[CH:14][CH:15]=1. Starting materials: O(C1=CC=CC=C1)C1=NC=C(C(=O)OCC)C=C1 (ethyl 6-phenoxynicotinate), ClS(=O)(=O)O (chlorosulfonic acid). Reaction conditions: time 15 minute. Yields the product ClS(=O)(=O)C1=CC=C(OC2=NC=C(C(=O)OCC)C=C2)C=C1 (ethyl 6-[4-(chlorosulfonyl)phenoxy]nicotinate). RXN SMILES: [O:1]([C:8]1[CH:18]=[CH:17][C:11]([C:12]([O:14][CH2:15][CH3:16])=[O:13])=[CH:10][N:9]=1)[C:2]1[CH:7]=[CH:6][CH:5]=[CH:4][CH:3]=1.[Cl:19][S:20](O)(=[O:22])=[O:21]>>[Cl:19][S:20]([C:5]1[CH:4]=[CH:3][C:2]([O:1][C:8]2[CH:18]=[CH:17][C:11]([C:12]([O:14][CH2:15][CH3:16])=[O:13])=[CH:10][N:9]=2)=[CH:7][CH:6]=1)(=[O:22])=[O:21]. Reported procedure: To chlorosulfonic acid (20 mL) was dropped ethyl 6-phenoxynicotinate (5.6 g) on ice bath, and the reaction mixture was stirred for 15 minutes at room temperature, and 3 hours at 60° C. To reaction mixture was added ice, and extracted with tert-butyl methyl ether. The organic layer was washed with water and brine, dried over anhydrous sodium sulfate, and concentrated to give the title compound (7.5 g) having the following physical data. Starting materials: C([O-])(O)=O.[Na+] (sodium bicarbonate), [C-]#N.[Na+] (sodium cyanide), CS(=O)C (dimethylsulfoxide), BrC1=CC=C(C=C1)C1=NC=CC2=C(C=CC=C12)CCl (1-(4-bromophenyl)-5-chloromethylisoquinoline). Solvent: C(C)(=O)OCC (ethyl acetate). Run at time 2 hour. Product: BrC1=CC=C(C=C1)C1=NC=CC=2C(=CC=CC12)CC#N (1-(4-bromophenyl)isoquinoline-5-acetonitrile). Isolated yield 62.5%. RXN SMILES: [C-:1]#[N:2].[Na+].CS(C)=O.[Br:8][C:9]1[CH:14]=[CH:13][C:12]([C:15]2[C:24]3[C:19](=[C:20]([CH2:25]Cl)[CH:21]=[CH:22][CH:23]=3)[CH:18]=[CH:17][N:16]=2)=[CH:11][CH:10]=1.C(=O)(O)[O-].[Na+]>C(OCC)(=O)C>[Br:8][C:9]1[CH:14]=[CH:13][C:12]([C:15]2[C:24]3[CH:23]=[CH:22][CH:21]=[C:20]([CH2:25][C:1]#[N:2])[C:19]=3[CH:18]=[CH:17][N:16]=2)=[CH:11][CH:10]=1 |f:0.1,4.5|. Procedure: To a mixture of 2.5 g of sodium cyanide and 150 ml of dimethylsulfoxide was added 14 g of 1-(4-bromophenyl)-5-chloromethylisoquinoline little by little. The mixture was stirred at room temperature for 2 hours. The reaction mixture was poured into a mixture of ethyl acetate and a dilute aqueous solution of sodium bicarbonate. The organic layer was separated, dried, and recrystallized from dichloromethane-hexane to afford 8.5 g of 1-(4-bromophenyl)isoquinoline-5-acetonitrile as colorless prisms ha...